This data is from the Open Reaction Database (ORD), a public repository of structured organic reaction records. The task is: describe an organic reaction: reactants, conditions, products, and yield Reactants: C(C)(C)(C)OC(=O)N1[C@@H](CC(C1)=CCl)C(=O)O ((2S,4EZ)-1-(tert-butoxycarbonyl)-4-(chloromethylene)-2-pyrrolidinecarboxylic acid), C(C1=CC=CC=C1)(=O)Cl (benzoyl chloride), C(C1=CC=CC=C1)NC (N-benzyl-N-methylamine). Product: C(C1=CC=CC=C1)(=O)N1[C@@H](CC(C1)=CCl)C(=O)N(C)CC1=CC=CC=C1 ((2S,4EZ)-1-benzoyl-N-benzyl-4-(chloromethylene)-N-methyl-2-pyrrolidinecarboxamide). As a reaction SMILES: C(O[C:6]([N:8]1[CH2:12][C:11](=[CH:13][Cl:14])[CH2:10][C@H:9]1[C:15]([OH:17])=O)=[O:7])(C)(C)C.C(Cl)(=O)[C:19]1[CH:24]=[CH:23][CH:22]=[CH:21][CH:20]=1.[CH2:27]([NH:34][CH3:35])[C:28]1[CH:33]=[CH:32][CH:31]=[CH:30][CH:29]=1>>[C:6]([N:8]1[CH2:12][C:11](=[CH:13][Cl:14])[CH2:10][C@H:9]1[C:15]([N:34]([CH2:27][C:28]1[CH:33]=[CH:32][CH:31]=[CH:30][CH:29]=1)[CH3:35])=[O:17])(=[O:7])[C:19]1[CH:24]=[CH:23][CH:22]=[CH:21][CH:20]=1. Procedure details: Following the general method as outlined in Example 22, starting from (2S,4EZ)-1-(tert-butoxycarbonyl)-4-(chloromethylene)-2-pyrrolidinecarboxylic acid, benzoyl chloride, and N-benzyl-N-methylamine the title compound was obtained in 62% purity by LC/MS. MS(ESI+): m/z=369.4. The reactants are Wolfram, COC(=O)C=1C(=NC(=CC1C)Cl)C (6-chloro-2,4-dimethyl-pyridine-3-carboxylic acid methylester), BrN1C(CCC1=O)=O (N-bromosuccinimide), CC(C)(C#N)N=NC(C)(C)C#N (AIBN), C(C)(=O)O (acetic acid). Run in C(Cl)(Cl)(Cl)Cl (CCl4). Product: COC(=O)C=1C(=NC(=CC1C)Cl)CBr (2-(bromomethyl)-6-chloro-4-methyl-pyridine-3-carboxylic acid methylester). Reaction SMILES: [CH3:1][O:2][C:3]([C:5]1[C:6]([CH3:13])=[N:7][C:8]([Cl:12])=[CH:9][C:10]=1[CH3:11])=[O:4].[Br:14]N1C(=O)CCC1=O.CC(N=NC(C#N)(C)C)(C#N)C.C(O)(=O)C>C(Cl)(Cl)(Cl)Cl>[CH3:1][O:2][C:3]([C:5]1[C:6]([CH2:13][Br:14])=[N:7][C:8]([Cl:12])=[CH:9][C:10]=1[CH3:11])=[O:4]. Procedure details: To a solution of 710 mg, (3.6 mmol) 6-chloro-2,4-dimethyl-pyridine-3-carboxylic acid methylester in CCl4 (16 ml) were added 688 mg (3.90 mmol) N-bromosuccinimide, 59 mg (0.36 mmol) AIBN and 210 μl (3.72 mmol) acetic acid. The reaction mixture was irradiated with a 200 W Wolfram lamp at 60° C. for 24 h. The mixture was then filtered through celite, washed with CCl4 and concentrated in vacuo. After CC (hexane/EtOAc 97:3) of the residue a mixture of 6-chloro-2,4-dimethyl-pyridine-3-carboxylic acid ... Starting materials: C(C)(C)(C)OC(=O)N1CCC(CC1)C1=CC=CC(=N1)C(=O)OCC (ethyl 6-[1-(tert-butoxycarbonyl)piperidin-4-yl]pyridine-2-carboxylate), ice, O.[OH-].[Li+] (lithium hydroxide monohydrate). Run in O1CCCC1 (tetrahydrofuran), O (water). Run at time 2 hour. Yields the product C(C)(C)(C)OC(=O)N1CCC(CC1)C1=CC=CC(=N1)C(=O)O (6-[1-(tert-Butoxycarbonyl)piperidin-4-yl]pyridine-2-carboxylic acid). As a reaction SMILES: [C:1]([O:5][C:6]([N:8]1[CH2:13][CH2:12][CH:11]([C:14]2[N:19]=[C:18]([C:20]([O:22]CC)=[O:21])[CH:17]=[CH:16][CH:15]=2)[CH2:10][CH2:9]1)=[O:7])([CH3:4])([CH3:3])[CH3:2].O.[OH-].[Li+]>O1CCCC1.O>[C:1]([O:5][C:6]([N:8]1[CH2:9][CH2:10][CH:11]([C:14]2[N:19]=[C:18]([C:20]([OH:22])=[O:21])[CH:17]=[CH:16][CH:15]=2)[CH2:12][CH2:13]1)=[O:7])([CH3:4])([CH3:2])[CH3:3] |f:1.2.3|. Reported procedure: To a solution of ethyl 6-[1-(tert-butoxycarbonyl)piperidin-4-yl]pyridine-2-carboxylate (500 mg) in tetrahydrofuran (5 ml) and water (1.3 ml) is added, at room temperature, lithium hydroxide monohydrate (125 mg). The mixture is stirred at room temperature for 2 h and then admixed with ice-cold 1N HCl solution. The aqueous phase is extracted with ethyl acetate and then the combined organic phases are dried over sodium sulphate. The solids are filtered off and the solvent is distilled off. This giv... Reactants: [BH4-], CCOc1c(C=O)cccc1OC(F)(F)F, CN, CO, [Na+]. As a reaction SMILES: [BH4-:19].[CH2:3]([CH3:4])[O:5][c:6]1[c:7]([CH:8]=[O:9])[cH:10][cH:11][cH:12][c:13]1[O:14][C:15]([F:16])([F:17])[F:18].[CH3:1][NH2:2].[CH3:21][OH:22].[Na+:20]>>[CH2:1]([NH2:2])[CH2:8][c:7]1[c:6]([O:5][CH2:3][CH3:4])[c:13]([O:14][C:15]([F:16])([F:17])[F:18])[cH:12][cH:11][cH:10]1. Yields the product CCOc1c(CCN)cccc1OC(F)(F)F. Reactants: OC=1C=C(C(=O)OC)C=CC1 (methyl 3-hydroxybenzoate), S(=O)(=O)(O)C1=CC=C(C)C=C1.NCCN (1,2-diaminoethane monotosylate), [OH-].[Na+] (sodium hydroxide). Reaction conditions: temperature 210 celsius. Yields the product OC=1C=C(C=CC1)C=1NCCN1 (2-(3-hydroxyphenyl)imidazoline). Yield: 22.3%. RXN SMILES: [OH:1][C:2]1[CH:3]=[C:4]([CH:9]=[CH:10][CH:11]=1)[C:5](OC)=O.S(C1C=CC(C)=CC=1)(O)(=O)=O.[NH2:23][CH2:24][CH2:25][NH2:26].[OH-].[Na+]>>[OH:1][C:2]1[CH:3]=[C:4]([C:5]2[NH:23][CH2:24][CH2:25][N:26]=2)[CH:9]=[CH:10][CH:11]=1 |f:1.2,3.4|. Reported procedure: A mixture of methyl 3-hydroxybenzoate (5.48 g, 36.0 mmol) and 1,2-diaminoethane monotosylate (9.85 g, 42.4 mmol) is heated at 210° C. for 7 hours. After cooling, the mixture is stirred with aqueous 2N sodium hydroxide and extracted with ethyl acetate. The precipitate which formed and is present in the aqueous layer is collected by filtration and dried in vacuo to give 1.3 g (22%) of 2-(3-hydroxyphenyl)imidazoline. The reactants are O=C1CCC(=O)N1Br, ClC(Cl)(Cl)Cl, CC(=O)Oc1ccc(C)cc1, CC(C)(C#N)N=NC(C)(C)C#N, [W]. Yields the product CC(=O)Oc1ccc(CBr)cc1. As a reaction SMILES: [Br:1][N:2]1[C:3](=[O:4])[CH2:5][CH2:6][C:7]1=[O:8].[C:32]([Cl:33])([Cl:34])([Cl:35])[Cl:36].[C:9]([CH3:10])(=[O:11])[O:12][c:13]1[cH:14][cH:15][c:16]([CH3:19])[cH:17][cH:18]1.[N:20]([C:21]([CH3:22])([CH3:23])[C:24]#[N:25])=[N:26][C:27]([CH3:28])([CH3:29])[C:30]#[N:31].[W:37]>>[Br:1][CH2:19][c:16]1[cH:15][cH:14][c:13]([O:12][C:9]([CH3:10])=[O:11])[cH:18][cH:17]1. Reactants: CCOC(C)=O, COCCOC, COC(=O)NCc1cc(CO)ccc1Cl, O, BrP(Br)Br. Yields the product COC(=O)NCc1cc(CBr)ccc1Cl. RXN SMILES: [CH3:21][CH2:22][O:23][C:24](=[O:25])[CH3:26].[CH3:27][O:28][CH2:29][CH2:30][O:31][CH3:32].[Cl:1][c:2]1[c:3]([CH2:4][NH:5][C:6]([O:7][CH3:8])=[O:9])[cH:10][c:11]([CH2:14][OH:15])[cH:12][cH:13]1.[OH2:20].[P:16]([Br:17])([Br:18])[Br:19]>>[Cl:1][c:2]1[c:3]([CH2:4][NH:5][C:6]([O:7][CH3:8])=[O:9])[cH:10][c:11]([CH2:14][Br:17])[cH:12][cH:13]1. Starting materials: O=C([O-])[O-], CC, CN(C)C=O, CC(O)(CC=CC1CCC(O)C1CCSc1nc(C(=O)O)cs1)CC1CCCCC1, [Cl-], [I-], [K+], [K+], [Na+]. Product: CCOC(=O)c1csc(SCCC2C(O)CCC2C=CCC(C)(O)CC2CCCCC2)n1. Reaction SMILES: [C:31](=[O:32])([O-:33])[O-:34].[CH3:38][CH3:39].[CH3:42][N:43]([CH3:44])[CH:45]=[O:46].[CH:1]1([CH2:7][C:8]([CH2:9][CH:10]=[CH:11][CH:12]2[CH:13]([CH2:18][CH2:19][S:20][c:21]3[s:22][cH:23][c:24]([C:26](=[O:27])[OH:28])[n:25]3)[CH:14]([OH:17])[CH2:15][CH2:16]2)([CH3:29])[OH:30])[CH2:2][CH2:3][CH2:4][CH2:5][CH2:6]1.[Cl-:41].[I-:37].[K+:35].[K+:36].[Na+:40]>>[CH:1]1([CH2:7][C:8]([CH2:9][CH:10]=[CH:11][CH:12]2[CH:13]([CH2:18][CH2:19][S:20][c:21]3[s:22][cH:23][c:24]([C:26](=[O:27])[O:28][CH2:38][CH3:39])[n:25]3)[CH:14]([OH:17])[CH2:15][CH2:16]2)([CH3:29])[OH:30])[CH2:2][CH2:3][CH2:4][CH2:5][CH2:6]1. Solvent: C(C)#N (acetonitrile), CN(C=O)C (dimethylformamide), C(C)(=O)OCC (ethyl acetate). Reaction conditions: time 3 hour. Yields the product N1(CCCC1)C(=O)C=1N=C(SC1)N1CC(C1)SC=1[C@@H]([C@H]2N(C1C(=O)OCC1=CC=C(C=C1)[N+](=O)[O-])C([C@@H]2[C@@H](C)O)=O)C (p-nitrobenzyl (1R,5S,6S)-2-[1-(4-pyrrolidinocarbonyl-1,3-thiazol-2-yl)azetidin-3-yl]thio-6-[(R)-1-hydroxyethyl]-1-methylcarbapen-2-em-3-carboxylate). RXN SMILES: C([S:4][CH:5]1[CH2:8][N:7]([C:9]2[S:10][CH:11]=[C:12]([C:14]([N:16]3[CH2:20][CH2:19][CH2:18][CH2:17]3)=[O:15])[N:13]=2)[CH2:6]1)(=O)C.C(O)(=O)C.NN.C1(P(O[C:42]2[C@H:43]([CH3:66])[C@H:44]3[C@@H:61]([C@H:62]([OH:64])[CH3:63])[C:60](=[O:65])[N:45]3[C:46]=2[C:47]([O:49][CH2:50][C:51]2[CH:56]=[CH:55][C:54]([N+:57]([O-:59])=[O:58])=[CH:53][CH:52]=2)=[O:48])(C2C=CC=CC=2)=O)C=CC=CC=1.C(N(C(C)C)CC)(C)C.C(=O)([O-])O.[Na+]>CN(C)C=O.C(#N)C.C(OCC)(=O)C>[N:16]1([C:14]([C:12]2[N:13]=[C:9]([N:7]3[CH2:6][CH:5]([S:4][C:42]4[C@H:43]([CH3:66])[C@@H:44]5[C@@H:61]([C@H:62]([OH:64])[CH3:63])[C:60](=[O:65])[N:45]5[C:46]=4[C:47]([O:49][CH2:50][C:51]4[CH:52]=[CH:53][C:54]([N+:57]([O-:59])=[O:58])=[CH:55][CH:56]=4)=[O:48])[CH2:8]3)[S:10][CH:11]=2)=[O:15])[CH2:20][CH2:19][CH2:18][CH2:17]1 |f:1.2,5.6|. Reactants: C1(=CC=CC=C1)P(=O)(C1=CC=CC=C1)OC=1[C@@H]([C@@H]2N(C1C(=O)OCC1=CC=C(C=C1)[N+](=O)[O-])C([C@@H]2[C@@H](C)O)=O)C (p-nitrobenzyl (1R,5S,6S)-2-(diphenylphosphoryloxy)-6-[(R)-1-hydroxyethyl]-1-methylcarbapen-2-em-3-carboxylate), C(C)(C)N(CC)C(C)C (diisopropylethylamine), C(C)(=O)SC1CN(C1)C=1SC=C(N1)C(=O)N1CCCC1 (3-acetylthio-1-(4-pyrrolidinocarbonyl-1,3-thiazol-2-yl)azetidine), C(C)(=O)O.NN (hydrazine acetate), C(O)([O-])=O.[Na+] (sodium hydrogencarbonate). The yield is 46.6%. Reported procedure: To a solution of 3-acetylthio-1-(4-pyrrolidinocarbonyl-1,3-thiazol-2-yl)azetidine (235 mg, 0.84 mmol) (obtained as described in Reference Example 26) in dimethylformamide (12 ml) was added hydrazine acetate (103 mg, 110 mmol) at room temperature under an atmosphere of nitrogen and the mixture was stirred for 3 hours. After checking the completion of the reaction, a solution of p-nitrobenzyl (1R,5S,6S)-2-(diphenylphosphoryloxy)-6-[(R)-1-hydroxyethyl]-1-methylcarbapen-2-em-3-carboxylate (499 mg, 0...